This data is from the Open Reaction Database (ORD), a public repository of structured organic reaction records. The task is: describe an organic reaction: reactants, conditions, products, and yield Starting materials: C(C=C)(=O)OCC(CCCC)CC (2-ethylhexyl acrylate), CC(C)(C#N)N=NC(C)(C)C#N (AIBN), C1CCN(CC1)CC2CC(=O)NN=C2C3=CC=C(C=C3)Cl.Cl (PA-8), 148, C(CCCC(=O)NN)(=O)NN (glutaric acid dihydrazide), hydrazide, C(C=C)#N (acrylonitrile), CC(=C)C(=O)OCCO (HEMA), CC(=C)C(=O)OCCO (HEMA). Run in CCC(=O)C (MEK), O (water), CCC(=O)C (MEK), CC(C)O (IPA), CC(C)O (IPA). Run at temperature 75 celsius. Yields the product C(=O)(C=C)NC(=O)OCC (acryl-urethane). RXN SMILES: [C:1]([O:5][CH2:6][CH:7](CC)CCCC)(=[O:4])C=C.C(#N)C=C.CC(C(OCCO)=O)=C.CC(N=NC(C#N)(C)C)(C#N)C.C1CCN(C[CH:46]2C(C3C=CC(Cl)=CC=3)=N[NH:50][C:48](=[O:49])[CH2:47]2)CC1.Cl.C(NN)(=O)CCCC(NN)=O>O.CC(O)C.CCC(C)=O>[C:48]([NH:50][C:1]([O:5][CH2:6][CH3:7])=[O:4])([CH:47]=[CH2:46])=[O:49] |f:4.5|. Reported procedure: In the dropping tank of a reaction vessel (tank) equipped with a stirrer, a thermometer, a nitrogen-sealing tube, a condenser and a dropping tank were placed 8.0 parts of MMA, 15.0 parts of BA, 1.0 part of AA, 1.0 part of 2-ethylhexyl acrylate (referred to here-inafter as EHA), 10.0 parts of acrylonitrile (referred to hereinafter as AN), 5.0 parts of HEMA, 5.0 parts of DAAA, 1.0 part of AIBN, 25 parts of MEK and 25 parts of IPA and then uniformly mixed. Separately, in the reaction tank were plac... Reactants: FC(CNC(=O)C1(C2=CC=CC=C2C=2C=CC=CC12)CCCCBr)(F)F (9-(4-bromo-butyl)-9H-fluorene-9-carboxylic acid-(2,2,2-trifluoro-ethyl)-amide), C[C@@H]1CN(C[C@@H](N1)C)C=1SC2=C(N1)C=CC=C2 (2-(cis-3,5-dimethyl-piperazin-1-yl)-benzothiazole). The product is FC(CNC(=O)C1(C2=CC=CC=C2C=2C=CC=CC12)CCCCN1[C@H](CN(C[C@H]1C)C=1SC2=C(N1)C=CC=C2)C)(F)F (9-[4-(4-benzothiazole-2-yl-cis-2,6-dimethyl-piperazin-1-yl)-butyl]-9H-fluorene-9-carboxylic acid-(2,2,2-trifluoro-ethyl)-amide). Reaction SMILES: [F:1][C:2]([F:26])([F:25])[CH2:3][NH:4][C:5]([C:7]1([CH2:20][CH2:21][CH2:22][CH2:23]Br)[C:19]2[CH:18]=[CH:17][CH:16]=[CH:15][C:14]=2[C:13]2[C:8]1=[CH:9][CH:10]=[CH:11][CH:12]=2)=[O:6].[CH3:27][C@H:28]1[NH:33][C@@H:32]([CH3:34])[CH2:31][N:30]([C:35]2[S:36][C:37]3[CH:43]=[CH:42][CH:41]=[CH:40][C:38]=3[N:39]=2)[CH2:29]1>>[F:1][C:2]([F:26])([F:25])[CH2:3][NH:4][C:5]([C:7]1([CH2:20][CH2:21][CH2:22][CH2:23][N:33]2[C@H:32]([CH3:34])[CH2:31][N:30]([C:35]3[S:36][C:37]4[CH:43]=[CH:42][CH:41]=[CH:40][C:38]=4[N:39]=3)[CH2:29][C@@H:28]2[CH3:27])[C:19]2[CH:18]=[CH:17][CH:16]=[CH:15][C:14]=2[C:13]2[C:8]1=[CH:9][CH:10]=[CH:11][CH:12]=2)=[O:6]. Reported procedure: Prepared analogously to Example 1 from 9-(4-bromo-butyl)-9H-fluorene-9-carboxylic acid-(2,2,2-trifluoro-ethyl)-amide and 2-(cis-3,5-dimethyl-piperazin-1-yl)-benzothiazole.